From a dataset of the Open Reaction Database (ORD), a public repository of structured organic reaction records. describe an organic reaction: reactants, conditions, products, and yield Starting materials: CN1CCOCC1 (N-methylmorpholine), ClC(=O)OCC (ethyl chloroformate), [OH-].[Na+] (sodium hydroxide), C(C)(C)(C)OC(=O)N1CCC(CC1)=CC1=CC=C(C(=O)OC)C=C1 (methyl 4-[(1-t-butoxycarbonylpiperidine-4-ylidene)methyl]benzoate), Br.NCCOC=1C=C(C#N)C=CC1 (3-(2-aminoethoxy)benzonitrile hydrobromide), resultant mixture, Cl (hydrochloric acid). Run in CN(C=O)C (dimethylformamide), O (water), C(C)O (ethanol). Reaction conditions: time 18 hour. Yields the product C(#N)C=1C=C(OCCNC(C2=CC=C(C=C2)C=C2CCN(CC2)C(=O)OC(C)(C)C)=O)C=CC1 (N-[2-(3-cyanophenoxy)ethyl]-4-[(1-t-butoxycarbonylpiperidine-4-ylidene)methyl]benzamide). Reaction SMILES: [OH-].[Na+].[C:3]([O:7][C:8]([N:10]1[CH2:15][CH2:14][C:13](=[CH:16][C:17]2[CH:26]=[CH:25][C:20]([C:21](OC)=[O:22])=[CH:19][CH:18]=2)[CH2:12][CH2:11]1)=[O:9])([CH3:6])([CH3:5])[CH3:4].Cl.CN1CCOCC1.ClC(OCC)=O.Br.[NH2:42][CH2:43][CH2:44][O:45][C:46]1[CH:47]=[C:48]([CH:51]=[CH:52][CH:53]=1)[C:49]#[N:50]>O.CN(C)C=O.C(O)C>[C:49]([C:48]1[CH:47]=[C:46]([CH:53]=[CH:52][CH:51]=1)[O:45][CH2:44][CH2:43][NH:42][C:21](=[O:22])[C:20]1[CH:19]=[CH:18][C:17]([CH:16]=[C:13]2[CH2:12][CH2:11][N:10]([C:8]([O:7][C:3]([CH3:6])([CH3:4])[CH3:5])=[O:9])[CH2:15][CH2:14]2)=[CH:26][CH:25]=1)#[N:50] |f:0.1,6.7|. Reported procedure: 6 ml of 1 N sodium hydroxide and 18 ml of ethanol were added to 331 mg (1.0 mmol) of methyl 4-[(1-t-butoxycarbonylpiperidine-4-ylidene)methyl]benzoate, and they were stirred for 18 hours. The reaction liquid was acidified with 1 N hydrochloric acid. After the extraction with ethyl acetate, the organic layer was dried over anhydrous magnesium sulfate. The solvent was evaporated. 5 ml of dimethylformamide, 0.22 ml (2.0 mmol) of N-methylmorpholine and 0.10 ml (1.0 mmol) of ethyl chloroformate were ... Starting materials: IC=1C=C2C(=NC=NC2=CC1)NC1=CC=NC=C1 (6-iodo-N-(4-pyridyl)quinazolin-4-amine), ClC=1C=C(C=CC1)B(O)O ((3-chlorophenyl)boronic acid), C1COCCO1 (1-4 dioxane), [O-]P(=O)([O-])[O-].[K+].[K+].[K+] (potassium phosphate tribasic). Reagents/catalysts: CC(C)(C)P(C1=CC=C(C=C1)N(C)C)C(C)(C)C.CC(C)(C)P(C1=CC=C(C=C1)N(C)C)C(C)(C)C.Cl[Pd]Cl (Bis(di-tert-butyl(4-dimethylaminophenyl)phosphine)dichloropalladium(II)). Run in ClCCl (dichloromethane). Reaction conditions: temperature 60 celsius, time 1 hour. The product is ClC=1C=C(C=CC1)C=1C=C2C(=NC=NC2=CC1)NC1=CC=NC=C1 (6-(3-chlorophenyl)-N-(pyridin-4-yl)quinazolin-4-amine). Yield: 34.1%. As a reaction SMILES: I[C:2]1[CH:3]=[C:4]2[C:9](=[CH:10][CH:11]=1)[N:8]=[CH:7][N:6]=[C:5]2[NH:12][C:13]1[CH:18]=[CH:17][N:16]=[CH:15][CH:14]=1.[Cl:19][C:20]1[CH:21]=[C:22](B(O)O)[CH:23]=[CH:24][CH:25]=1.C1OCCOC1.[O-]P([O-])([O-])=O.[K+].[K+].[K+]>ClCCl.CC(P(C(C)(C)C)C1C=CC(N(C)C)=CC=1)(C)C.CC(P(C(C)(C)C)C1C=CC(N(C)C)=CC=1)(C)C.Cl[Pd]Cl>[Cl:19][C:20]1[CH:25]=[C:24]([C:2]2[CH:3]=[C:4]3[C:9](=[CH:10][CH:11]=2)[N:8]=[CH:7][N:6]=[C:5]3[NH:12][C:13]2[CH:18]=[CH:17][N:16]=[CH:15][CH:14]=2)[CH:23]=[CH:22][CH:21]=1 |f:3.4.5.6,8.9.10|. Procedure: To an 8 mL screw-cap vial was added 6-iodo-N-(4-pyridyl)quinazolin-4-amine (95 mg, 0.2729 mmol), (3-chlorophenyl)boronic acid, (1.2 equiv., 0.33 mmol, 51.21 mg), 1-4 dioxane (0.8 mL), potassium phosphate tribasic, (2M in H2O, 3 equiv., 0.82 mmol, 0.41 mL), and Bis(di-tert-butyl(4-dimethylaminophenyl)phosphine)dichloropalladium(II) (0.05 equiv.; 0.014 mmol, 10 mg). The reaction was capped and shaken at 60° C. for 1 h. The reaction was then diluted with 4 mL dichloromethane and washed with water. ... Starting materials: O=C([O-])[O-], CC(C)(C)O, CCCC[N+](CCCC)(CCCC)Cc1ccccc1, Cc1ccccc1, [Cl-], [Cs+], [Cs+], CC1(C)C(=O)NC(=O)N1CCNc1nccc(-c2ccc(I)s2)n1, [Na+], O=S([O-])c1ccccc1. Product: CC1(C)C(=O)N(Cc2ccccc2)C(=O)N1CCNc1nccc(-c2ccc(I)s2)n1. Reaction SMILES: [C:35](=[O:36])([O-:37])[O-:38].[C:62]([OH:63])([CH3:64])([CH3:65])[CH3:66].[CH2:42]([N+:43]([CH2:44][CH2:45][CH2:46][CH3:47])([CH2:48][CH2:49][CH2:50][CH3:51])[CH2:52][CH2:53][CH2:54][CH3:55])[c:56]1[cH:57][cH:58][cH:59][cH:60][cH:61]1.[CH3:67][c:68]1[cH:69][cH:70][cH:71][cH:72][cH:73]1.[Cl-:41].[Cs+:39].[Cs+:40].[I:1][c:2]1[cH:3][cH:4][c:5](-[c:7]2[n:8][c:9]([NH:13][CH2:14][CH2:15][N:16]3[C:17](=[O:24])[NH:18][C:19](=[O:23])[C:20]3([CH3:21])[CH3:22])[n:10][cH:11][cH:12]2)[s:6]1.[Na+:34].[c:25]1([S:31]([O-:32])=[O:33])[cH:26][cH:27][cH:28][cH:29][cH:30]1>>[I:1][c:2]1[cH:3][cH:4][c:5](-[c:7]2[n:8][c:9]([NH:13][CH2:14][CH2:15][N:16]3[C:17](=[O:24])[N:18]([CH2:35][c:25]4[cH:26][cH:27][cH:28][cH:29][cH:30]4)[C:19](=[O:23])[C:20]3([CH3:21])[CH3:22])[n:10][cH:11][cH:12]2)[s:6]1. Yields the product CN(CC12CCCN1CCC2)c1ccc(Cl)c2ccccc12. Reaction SMILES: [Cl-:32].[ClH:36].[N:1]12[CH2:2][CH2:3][CH2:4][C:5]1([CH2:9][N:10]([c:11]1[cH:12][cH:13][c:14]([NH2:21])[c:15]3[cH:16][cH:17][cH:18][cH:19][c:20]13)[CH3:22])[CH2:6][CH2:7][CH2:8]2.[N:28]([O-:29])=[O:30].[Na+:31].[Na+:34].[OH-:33].[OH2:35].[S:23](=[O:24])(=[O:25])([OH:26])[OH:27]>>[N:1]12[CH2:2][CH2:3][CH2:4][C:5]1([CH2:9][N:10]([c:11]1[cH:12][cH:13][c:14]([Cl:32])[c:15]3[cH:16][cH:17][cH:18][cH:19][c:20]13)[CH3:22])[CH2:6][CH2:7][CH2:8]2. Reactants: [Cl-], Cl, CN(CC12CCCN1CCC2)c1ccc(N)c2ccccc12, O=N[O-], [Na+], [Na+], [OH-], O, O=S(=O)(O)O. The reactants are CN(C=CC(=O)C=1C=NC=CC1)C (3-dimethylamino-1-(3-pyridinyl)-2-propen-1-one), C(O)(O)=O.COC1=CC=C(C=C1)NC(=N)N (4-methoxyphenyl guanidine carbonate). The solvent is C(C)(C)O (isopropanol). Product: COC1=CC=C(C=C1)NC1=NC=CC(=N1)C=1C=NC=CC1 (N-(4-Methoxyphenyl)-4-(3-pyridinyl)-2-pyrimidinamine). RXN SMILES: CN(C)[CH:3]=[CH:4][C:5]([C:7]1[CH:8]=[N:9][CH:10]=[CH:11][CH:12]=1)=O.C(=O)(O)O.[CH3:18][O:19][C:20]1[CH:25]=[CH:24][C:23]([NH:26][C:27]([NH2:29])=[NH:28])=[CH:22][CH:21]=1>C(O)(C)C>[CH3:18][O:19][C:20]1[CH:21]=[CH:22][C:23]([NH:26][C:27]2[N:29]=[C:5]([C:7]3[CH:8]=[N:9][CH:10]=[CH:11][CH:12]=3)[CH:4]=[CH:3][N:28]=2)=[CH:24][CH:25]=1 |f:1.2|. Reported procedure: A mixture of 14.4 g of 3-dimethylamino-1-(3-pyridinyl)-2-propen-1-one and 16.1 g of 4-methoxyphenyl guanidine carbonate in 200 ml of isopropanol was heated at reflux for 20 hours. The reaction mixture was cooled, the crude product was collected by filtration and washed with water. The material was recrystallized from isopropanol to give the desired product as light yellow crystals, mp 121°-122° C. The reactants are C(C(O)C)(=O)O (Lactic acid), OC1[C@H](N)[C@@H](O)[C@H](O)[C@H](O1)CO (glucosamine). Reaction conditions: temperature 120 celsius. Product: C(C(O)C)(=O)N[C@H]1C(O)O[C@@H]([C@H]([C@@H]1O)O)CO (N-Lactoyl-Glucosamine). RXN SMILES: [C:1](O)(=[O:5])[CH:2]([CH3:4])[OH:3].[OH:7][CH:8]1[O:16][C@H:15]([CH2:17][OH:18])[C@@H:13]([OH:14])[C@H:11]([OH:12])[C@H:9]1[NH2:10]>>[C:1]([NH:10][C@@H:9]1[C@@H:11]([OH:12])[C@H:13]([OH:14])[C@@H:15]([CH2:17][OH:18])[O:16][CH:8]1[OH:7])(=[O:5])[CH:2]([CH3:4])[OH:3]. Procedure details: Lactic acid (30 g) and glucosamine (10 g) were mixed and heated for 4 hours at 120° C. The reaction mixture was cooled and washed with ethyl acetate. The residue (25 g) was dissolved in 100 g of water. Starting materials: [OH-].[Na+] (NaOH), C1(CC1)N (Cyclopropylamine), ClC1=C(C=C(CNC(=O)C2CC2)C=C1)C=O (cyclopropanecarboxylic acid 4-chloro-3-formyl-benzylamide), [BH4-].[Na+] (NaBH4). Solvent: CO (MeOH). Run at time 8 hour. Yields the product ClC1=C(C=C(CNC(=O)C2CC2)C=C1)CNC1CC1 (Cyclopropanecarboxylic Acid 4-chloro-3-cyclopropylaminomethyl-benzylamide). The yield is 91.6%. RXN SMILES: [CH:1]1([NH2:4])[CH2:3][CH2:2]1.[Cl:5][C:6]1[CH:18]=[CH:17][C:9]([CH2:10][NH:11][C:12]([CH:14]2[CH2:16][CH2:15]2)=[O:13])=[CH:8][C:7]=1[CH:19]=O.[BH4-].[Na+].[OH-].[Na+]>CO>[Cl:5][C:6]1[CH:18]=[CH:17][C:9]([CH2:10][NH:11][C:12]([CH:14]2[CH2:16][CH2:15]2)=[O:13])=[CH:8][C:7]=1[CH2:19][NH:4][CH:1]1[CH2:3][CH2:2]1 |f:2.3,4.5|. Reported procedure: Cyclopropylamine (1.39 mL, 19.8 mmol) was added to a sol. of cyclopropanecarboxylic acid 4-chloro-3-formyl-benzylamide (3.13 g, 13.2 mmol) in MeOH (28 mL). The mixture was stirred overnight, and NaBH4 (996 mg, 26.0 mmol) was added in portions. The mixture was stirred for 3 h, and aq. 1M NaOH (70 mL) was added. The solvents were partially removed under reduced pressure, and the aq. residue was extracted with EtOAc (2×). The combined org. extracts were washed with brine, dried over MgSO4, filtered... Starting materials: ClC1=C(C=CC=C1)C1=NCC=2N(C3=C1C=C(S3)I)C(=NN2)C (4-(2-chlorophenyl)-2-iodo-9-methyl-6H-thieno-[3,2-f][1,2,4]triazolo[4,3-a][1,4]diazepine), C(C#C)N1C(C2=CC=CC=C2C=C1)=O ((2-propynyl)1(2H)-isoquinolinone). Run in O1CCCC1.CCCCCC (tetrahydrofuran hexane). Product: ClC1=C(C=CC=C1)C1=NCC=2N(C3=C1C=C(S3)C#CCN3C(C1=CC=CC=C1CC3)=O)C(=NN2)C (2-[3-[4-(2-Chlorophenyl)-9-methyl-6H-thieno[3,2-f][1,2,4]triazolo[4,3-a][1,4]diazepin-2-yl]-2-propynyl]-3 4-dihydro1(2H)-isoquinolinone), 4-(2-chlorophenyl) 9 methyl-6H-thieno[3,2-f][1,2,4]triazolo[4,3-a][1,4]diazepin-2. RXN SMILES: [Cl:1][C:2]1[CH:7]=[CH:6][CH:5]=[CH:4][C:3]=1[C:8]1[C:14]2[CH:15]=[C:16](I)[S:17][C:13]=2[N:12]2[C:19]([CH3:22])=[N:20][N:21]=[C:11]2[CH2:10][N:9]=1.[CH2:23]([N:26]1[CH:35]=[CH:34][C:33]2[C:28](=[CH:29][CH:30]=[CH:31][CH:32]=2)[C:27]1=[O:36])[C:24]#[CH:25]>O1CCCC1.CCCCCC>[Cl:1][C:2]1[CH:7]=[CH:6][CH:5]=[CH:4][C:3]=1[C:8]1[C:14]2[CH:15]=[C:16]([C:25]#[C:24][CH2:23][N:26]3[CH2:35][CH2:34][C:33]4[C:28](=[CH:29][CH:30]=[CH:31][CH:32]=4)[C:27]3=[O:36])[S:17][C:13]=2[N:12]2[C:19]([CH3:22])=[N:20][N:21]=[C:11]2[CH2:10][N:9]=1 |f:2.3|. Procedure: The title compound was synthesized by coupling 4-(2-chlorophenyl)-2-iodo-9-methyl-6H-thieno-[3,2-f][1,2,4]triazolo[4,3-a][1,4]diazepine with 3,4-dihydro-2.(2-propynyl)1(2H)-isoquinolinone [ref. W. Schneider et al. Arch. pharm., 291, 560 (1958)]under the conditions described in EXAMPLE 37. The product was isolated by chromatography over the 50-fold amount of solica gel using tetrahydrofuran/hexane 4:1 for elution. The clean fractions were combined and evaporated and the residue was crystallized f... Starting materials: C(C)OC(=C)C1=CC(=C(C=C1)C(=O)C1=CC(=C(C(=C1)OC)OC)OC)N1N=CN=C1 ((4-(1-ethoxyvinyl)-2-(1H-1,2,4-triazol-1-yl)phenyl)(3,4,5-trimethoxyphenyl)methanone), BrN1C(CCC1=O)=O (N-bromosuccinimide). Run in O1CCCC1 (tetrahydrofuran), O (water). Run at time 3 hour. The product is N1(N=CN=C1)C=1C=C(C=CC1C(C1=CC(=C(C(=C1)OC)OC)OC)=O)C(CBr)=O (1-(3-(1H-1,2,4-triazol-1-yl)-4-(3,4,5-trimethoxybenzoyl)phenyl)-2-bromoethanone). RXN SMILES: C([O:3][C:4]([C:6]1[CH:11]=[CH:10][C:9]([C:12]([C:14]2[CH:19]=[C:18]([O:20][CH3:21])[C:17]([O:22][CH3:23])=[C:16]([O:24][CH3:25])[CH:15]=2)=[O:13])=[C:8]([N:26]2[CH:30]=[N:29][CH:28]=[N:27]2)[CH:7]=1)=[CH2:5])C.[Br:31]N1C(=O)CCC1=O>O1CCCC1.O>[N:26]1([C:8]2[CH:7]=[C:6]([C:4](=[O:5])[CH2:3][Br:31])[CH:11]=[CH:10][C:9]=2[C:12](=[O:13])[C:14]2[CH:19]=[C:18]([O:20][CH3:21])[C:17]([O:22][CH3:23])=[C:16]([O:24][CH3:25])[CH:15]=2)[CH:30]=[N:29][CH:28]=[N:27]1. Reported procedure: In the same manner as in the synthesis of Compound 515, 1,2,4-triazole was added to Compound 21 of Reaction 6. Then, tributyl(1-ethoxyvinyl)tin was added to the mixture, and the resulting mixture was reacted to obtain (4-(1-ethoxyvinyl)-2-(1H-1,2,4-triazol-1-yl)phenyl)(3,4,5-trimethoxyphenyl)methanone. Thus obtained (4-(1-ethoxyvinyl)-2-(1H-1,2,4-triazol-1-yl)phenyl)(3,4,5-trimethoxyphenyl)methanone was dissolved in a mixed solution of tetrahydrofuran and water (1/1), and N-bromosuccinimide (NBS...